From a dataset of the Open Reaction Database (ORD), a public repository of structured organic reaction records. describe an organic reaction: reactants, conditions, products, and yield The reactants are C1(=CC=CC=C1)C1=NC2=CC=C(C=C2C=C1)CC#N (2-phenyl-6-quinolineacetonitrile), S(O)(O)(=O)=O (sulphuric acid), C([O-])(O)=O.[Na+] (sodium bicarbonate). Solvent: C(C)(=O)O (acetic acid), O (water), O (water). Yields the product C1(=CC=CC=C1)C1=NC2=CC=C(C=C2C=C1)CC(=O)O (2-phenyl-6-quinolineacetic acid). RXN SMILES: [C:1]1([C:7]2[CH:16]=[CH:15][C:14]3[C:9](=[CH:10][CH:11]=[C:12]([CH2:17]C#N)[CH:13]=3)[N:8]=2)[CH:6]=[CH:5][CH:4]=[CH:3][CH:2]=1.S(=O)(=O)(O)O.[C:25](=[O:28])(O)[O-:26].[Na+]>O.C(O)(=O)C>[C:1]1([C:7]2[CH:16]=[CH:15][C:14]3[C:9](=[CH:10][CH:11]=[C:12]([CH2:17][C:25]([OH:26])=[O:28])[CH:13]=3)[N:8]=2)[CH:6]=[CH:5][CH:4]=[CH:3][CH:2]=1 |f:2.3|. Reported procedure: A mixture of 10 g of 2-phenyl-6-quinolineacetonitrile, 19 ml of water, 19 ml of concentrated sulphuric acid and 19 ml of glacial acetic acid is kept under reflux for 2 hours. Thereafter, ice and water are added and the pH is adjusted to 5-6 with solid sodium bicarbonate. The crystals which thereupon precipitate are filtered off and rinsed with water. Recrystallisation from methanol-ether-petroleum ether yields 2-phenyl-6-quinolineacetic acid of melting point 176°-179°C. 2-(p-Chlorophenyl)-6-quin... The reactants are Cl (HCl), ClCCCOC1=C(C=CC=C1)[N+](=O)[O-] (1-(3-chloro-propoxy)-2-nitrobenzene), ClCS(=O)(=O)C1=CC=CC2=CC=CC=C12 (1-chloromethane-sulfonyl-naphthalene), CC(C)([O-])C.[K+] (potassium t-butoxide). Solvent: C1CCOC1 (THF). Reaction conditions: time 5 hour. Yields the product ClCCCOC=1C(=C(C=CC1)CS(=O)(=O)C1=CC=CC2=CC=CC=C12)[N+](=O)[O-] (1-[3-(3-Chloro-propoxy)-2-nitro-phenyl-methanesulfonyl]-naphthalene). Isolated yield 75.0%. RXN SMILES: [Cl:1][CH2:2][CH2:3][CH2:4][O:5][C:6]1[CH:11]=[CH:10][CH:9]=[CH:8][C:7]=1[N+:12]([O-:14])=[O:13].Cl[CH2:16][S:17]([C:20]1[C:29]2[C:24](=[CH:25][CH:26]=[CH:27][CH:28]=2)[CH:23]=[CH:22][CH:21]=1)(=[O:19])=[O:18].CC(C)([O-])C.[K+].Cl>C1COCC1>[Cl:1][CH2:2][CH2:3][CH2:4][O:5][C:6]1[C:7]([N+:12]([O-:14])=[O:13])=[C:8]([CH2:16][S:17]([C:20]2[C:29]3[C:24](=[CH:25][CH:26]=[CH:27][CH:28]=3)[CH:23]=[CH:22][CH:21]=2)(=[O:18])=[O:19])[CH:9]=[CH:10][CH:11]=1 |f:2.3|. Procedure: A mixture of 1-(3-chloro-propoxy)-2-nitrobenzene (1.2 g, 6 mmoles) and 1-chloromethane-sulfonyl-naphthalene (2.16 g, 9 mmoles) was stirred in THF (50 mL) at −78° C., in a round bottom flask under nitrogen. A solution of 1M potassium t-butoxide was added dropwise (18 mL, 18 mmoles) over a half hour period. Temperature was allowed to rise to 40° C., and the reaction mixture was stirred at this temperature for 5 hours. The reaction mixture was poured into cold 2N HCl, extracted with EtOAc, dried ov... Reactants: FC1(CCN(CC1)C(=O)C=1NC2=CC=C(C=C2C1)OC1CCN(CC1)C(C)C)F ((4,4-Difluoro-piperidin-1-yl)-[5-(1-isopropyl-piperidin-4-yloxy)-1H-indol-2-yl]-methanone), Cl.ClC1=C(C=C2C=C(NC2=C1)C(=O)O)OC1CCN(CC1)C(C)C (6-chloro-5-(1-isopropyl-piperidin-4-yloxy)-1H-indole-2-carboxylic acid hydrochloride salt), ClC1=C(C=C2C=C(N(C2=C1)C=1C=NC=NC1)C(=O)N1CCC(CC1)(F)F)OC1CCN(CC1)C(C)C ([6-Chloro-5-(1-isopropyl-piperidin-4-yloxy)-1-pyrimidin-5-yl-1H-indol-2-yl]-(4,4-difluoro-piperidin-1-yl)-methanone). The product is ClC1=C(C=C2C=C(NC2=C1)C(=O)N1CCC(CC1)(F)F)OC1CCN(CC1)C(C)C ([6-chloro-5-(1-isopropyl-piperidin-4-yloxy)-1H-indol-2-yl]-(4,4-difluoro-piperidin-1-yl)-methanone). RXN SMILES: FC1(F)CCN(C(C2NC3C(C=2)=CC(OC2CCN(C(C)C)CC2)=CC=3)=O)CC1.Cl.ClC1C=C2C(C=C(C(O)=O)N2)=CC=1OC1CCN(C(C)C)CC1.[Cl:54][C:55]1[CH:63]=[C:62]2[C:58]([CH:59]=[C:60]([C:70]([N:72]3[CH2:77][CH2:76][C:75]([F:79])([F:78])[CH2:74][CH2:73]3)=[O:71])[N:61]2C2C=NC=NC=2)=[CH:57][C:56]=1[O:80][CH:81]1[CH2:86][CH2:85][N:84]([CH:87]([CH3:89])[CH3:88])[CH2:83][CH2:82]1>>[Cl:54][C:55]1[CH:63]=[C:62]2[C:58]([CH:59]=[C:60]([C:70]([N:72]3[CH2:77][CH2:76][C:75]([F:78])([F:79])[CH2:74][CH2:73]3)=[O:71])[NH:61]2)=[CH:57][C:56]=1[O:80][CH:81]1[CH2:82][CH2:83][N:84]([CH:87]([CH3:89])[CH3:88])[CH2:85][CH2:86]1 |f:1.2|. Reported procedure: In analogy to the procedure described for the synthesis of intermediate 1, step 4, the title compound was synthesized from 6-chloro-5-(1-isopropyl-piperidin-4-yloxy)-1H-indole-2-carboxylic acid hydrochloride salt with 1 eq. lithium chloride (example 39, step 4). The title compound was obtained in 70% yield as light yellow solid. MS (m/e): 440.3 (MH+, 100%). Reactants: CON (methoxyamine), C[O-].[Na+] (sodium methylate), O1CCCC1 (tetrahydrofuran), OC1=C(C(CC(C1)C1=CC=C(C=C1)NS(=O)(=O)C)=O)C(CC)=O (3-hydroxy-5-(4-methanesulfonamidophenyl)-2-propionyl-2-cyclohexen-1-one). Run in CO (methanol). Conditions: time 15 hour. Yields the product CON=C(CC)C=1C(CC(CC1O)C1=CC=C(C=C1)NS(=O)(=O)C)=O (2-[1-(methoxyimino)propyl]-5-(4-methanesulfonamidophenyl)-3-hydroxy-2-cyclohexen-1-one). RXN SMILES: O1CCCC1.[OH:6][C:7]1[CH2:12][CH:11]([C:13]2[CH:18]=[CH:17][C:16]([NH:19][S:20]([CH3:23])(=[O:22])=[O:21])=[CH:15][CH:14]=2)[CH2:10][C:9](=[O:24])[C:8]=1[C:25](=O)[CH2:26][CH3:27].[CH3:29][O:30][NH2:31].C[O-].[Na+]>CO>[CH3:29][O:30][N:31]=[C:25]([C:8]1[C:9](=[O:24])[CH2:10][CH:11]([C:13]2[CH:14]=[CH:15][C:16]([NH:19][S:20]([CH3:23])(=[O:22])=[O:21])=[CH:17][CH:18]=2)[CH2:12][C:7]=1[OH:6])[CH2:26][CH3:27] |f:3.4|. Procedure: Into 10 ml of tetrahydrofuran was dissolved 1.2 g of 3-hydroxy-5-(4-methanesulfonamidophenyl)-2-propionyl-2-cyclohexen-1-one and to the solution were added 0.6 g of methoxyamine hydrocholorate salt and 1.4 g of methanol containing 28% of sodium methylate. Then, the mixture was kept for 15 hours at room temperature and an insoluble material was filtered off from it and the resulting filtrate solution was concentrated under reduced pressure. Its residue was dissolved in chloroform and the solution... Starting materials: E2, BrCC(C)C (1-bromo-2-methylpropane), FC1=C(C=CC=C1F)C1(CNCC1)O (3-(2,3-difluorophenyl)pyrrolidin-3-ol), C([O-])([O-])=O.[K+].[K+] (potassium carbonate). Solvent: C(C)#N (acetonitrile). Run at time 4 hour. Yields the product FC1=C(C=CC=C1F)C1(CN(CC1)CC(C)C)O ((−)-3-(2,3-DIFLUOROPHENYL)-1-ISOBUTYLPYRROLIDIN-3-OL). RXN SMILES: [F:1][C:2]1[C:7]([F:8])=[CH:6][CH:5]=[CH:4][C:3]=1[C:9]1([OH:14])[CH2:13][CH2:12][NH:11][CH2:10]1.C(=O)([O-])[O-].[K+].[K+].Br[CH2:22][CH:23]([CH3:25])[CH3:24]>C(#N)C>[F:1][C:2]1[C:7]([F:8])=[CH:6][CH:5]=[CH:4][C:3]=1[C:9]1([OH:14])[CH2:13][CH2:12][N:11]([CH2:22][CH:23]([CH3:25])[CH3:24])[CH2:10]1 |f:1.2.3|. Procedure: Preparation according to Example 38: Enantiomer E2 of 3-(2,3-difluorophenyl)pyrrolidin-3-ol (0.5 g, 2.5 mmol), acetonitrile (20 mL), potassium carbonate (0.69 g, 5 mmol), 1-bromo-2-methylpropane (0.32 mL, 2.97 mmol). Stirred 4 h. Purification by flash chromatography on silica gel (ethyl acetate/methanol, 2:1). Yield: 0.16 g. [α]D=−16.1° (methanol). The amine was converted to the oxalic acid salt and recrystallized from ethanol/diethyl ether: M.p. 176° C.; MS m/z (relative intensity, 70 eV) 255 (...